describe an organic reaction: reactants, conditions, products, and yield From a dataset of the Open Reaction Database (ORD), a public repository of structured organic reaction records. Reactants: ClC=1C=C(CN2CCC(CC2)=O)C=CC1 (1-(3-chlorobenzyl)-4-piperidone), Cl.NO (hydroxylamine hydrochloride). Yields the product ClC=1C=C(CN2CCC(CC2)=NO)C=CC1 (1-(3-Chlorobenzyl)-4-piperidone oxime). Reaction SMILES: [Cl:1][C:2]1[CH:3]=[C:4]([CH:13]=[CH:14][CH:15]=1)[CH2:5][N:6]1[CH2:11][CH2:10][C:9](=O)[CH2:8][CH2:7]1.Cl.[NH2:17][OH:18]>>[Cl:1][C:2]1[CH:3]=[C:4]([CH:13]=[CH:14][CH:15]=1)[CH2:5][N:6]1[CH2:11][CH2:10][C:9](=[N:17][OH:18])[CH2:8][CH2:7]1 |f:1.2|. Procedure details: 1-(3-Chlorobenzyl)-4-piperidone oxime is prepared from 1-(3-chlorobenzyl)-4-piperidone and hydroxylamine hydrochloride essentially as described above in Example 38, Scheme C, step b. The reactants are C1(CC1)C1=NC(=NO1)C=1N=CN2C1CNC1=CC=CC=C21 (3-(5-Cyclopropyl-1,2,4-oxadiazol-3-yl)-4,5-dihydroimidazo[1,5-a]quinoxaline), N1CCOCC1 (morpholine), C(C)(C)N(CC)C(C)C (diisopropylethylamine), C(=O)(Cl)Cl (phosgene). Run in C1CCOC1 (THF). Conditions: time 10 minute. Product: C1(CC1)C1=NC(=NO1)C=1N=CN2C1CN(C1=CC=CC=C21)C(=O)N2CCOCC2 (3-(5-Cyclopropyl-1,2,4-oxadiazol-3-yl)-4,5-dihydro-5-[(morpholino)carbonyl]imidazo[1,5-a]quinoxaline). RXN SMILES: [CH:1]1([C:4]2[O:8][N:7]=[C:6]([C:9]3[N:10]=[CH:11][N:12]4[C:21]5[C:16](=[CH:17][CH:18]=[CH:19][CH:20]=5)[NH:15][CH2:14][C:13]=34)[N:5]=2)[CH2:3][CH2:2]1.C(N(C(C)C)CC)(C)C.[C:31](Cl)(Cl)=[O:32].[NH:35]1[CH2:40][CH2:39][O:38][CH2:37][CH2:36]1>C1COCC1>[CH:1]1([C:4]2[O:8][N:7]=[C:6]([C:9]3[N:10]=[CH:11][N:12]4[C:21]5[C:16](=[CH:17][CH:18]=[CH:19][CH:20]=5)[N:15]([C:31]([N:35]5[CH2:40][CH2:39][O:38][CH2:37][CH2:36]5)=[O:32])[CH2:14][C:13]=34)[N:5]=2)[CH2:3][CH2:2]1. Reported procedure: To a slurry consisting of 3-(5-cyclopropyl-1,2,4-oxadiazol-3-yl)-4,5-dihydroimidazo[1,5-a]quinoxaline (XXXIII, EXAMPLE 88, 0.499 g), diisopropylethylamine (0.81 ml) and THF (15 ml) is added phosgene (1.93M in toluene, 1.20 ml). A slight exotherm ensues and the slurry becomes homogeneous. After 10 min, morpholine (0.20 ml) is added. The mixture is stirred for 2 hr and then partitioned between ethyl acetate, water, and saline. The phases are separated and the organic phase is dried over magnesium ... Starting materials: ClC=1C=C(C=CC1Cl)[C@H](CC=O)[C@H]1N(C(C2=CC=CC=C12)=O)C ((3S)-3-(3,4-dichlorophenyl)-3-((1R)-2-methyl-3-oxo-2,3-dihydro-1H-isoindol-1-yl)propionaldehyde), N1=CC(=CC=C1)C1CCNCC1 (4-pyrid-3-ylpiperidine). Product: Cl.ClC=1C=C(C=CC1Cl)[C@H](CCN1CCC(CC1)C=1C=NC=CC1)[C@H]1N(C(C2=CC=CC=C12)=O)C ((3R)-3-[(1S)-1-(3,4-Dichlorophenyl)-3-(4-pyrid-3-yl-piperidino)propyl]-2-methyl-2,3-dihydroisoindol-1-one hydrochloride). Isolated yield 164.0%. Reaction SMILES: [Cl:1][C:2]1[CH:3]=[C:4]([C@@H:9]([C@@H:13]2[C:21]3[C:16](=[CH:17][CH:18]=[CH:19][CH:20]=3)[C:15](=[O:22])[N:14]2[CH3:23])[CH2:10][CH:11]=O)[CH:5]=[CH:6][C:7]=1[Cl:8].[N:24]1[CH:29]=[CH:28][CH:27]=[C:26]([CH:30]2[CH2:35][CH2:34][NH:33][CH2:32][CH2:31]2)[CH:25]=1>>[ClH:1].[Cl:1][C:2]1[CH:3]=[C:4]([C@@H:9]([C@@H:13]2[C:21]3[C:16](=[CH:17][CH:18]=[CH:19][CH:20]=3)[C:15](=[O:22])[N:14]2[CH3:23])[CH2:10][CH2:11][N:33]2[CH2:34][CH2:35][CH:30]([C:26]3[CH:25]=[N:24][CH:29]=[CH:28][CH:27]=3)[CH2:31][CH2:32]2)[CH:5]=[CH:6][C:7]=1[Cl:8] |f:2.3|. Procedure details: A solution of (3S)-3-(3,4-dichlorophenyl)-3-((1R)-2-methyl-3-oxo-2,3-dihydro-1H-isoindol-1-yl)propionaldehyde (0.428 g) was treated with 4-pyrid-3-ylpiperidine (0.20 g) as described in Example 8. The resulting material was not purified by chromatography, but was transformed into the hydrochloride to afford the title compound (0.535 g); [α]D =34° (c=1.0 ethanol); mp 170°-210° C. (dec); MS: m/z=494(M+1); NMR: 2.12 (m,4), 3.03 (s,3), 3.69 (m,7), 4.88 (m,1), 6.75 (m,1), 6.96 (m,1), 7.32 (m,1), 7.49 ... Reactants: COC=1C=C(CC2NCCC3=C(C(=C(C=C23)OC)OC)OC)C=CC1OC (1-(3,4-Dimethoxy-benzyl)-5,6,7-trimethoxy-1,2,3,4-tetrahydroisoquinoline), BrCC(=O)Br (2-bromoacetyl bromide), C1(=CC=CC=C1)CCN (2-phenyl-ethylamine). Product: COC=1C=C(CC2N(CCC3=C(C(=C(C=C23)OC)OC)OC)CC(=O)NCCC2=CC=CC=C2)C=CC1OC (2-[1-(3,4-Dimethoxy-benzyl)-5,6,7-trimethoxy-3,4-dihydro-1H-isoquinolin-2-yl]-N-(2-phenyl-ethyl)-acetamide). RXN SMILES: [CH3:1][O:2][C:3]1[CH:4]=[C:5]([CH:23]=[CH:24][C:25]=1[O:26][CH3:27])[CH2:6][CH:7]1[C:16]2[C:11](=[C:12]([O:21][CH3:22])[C:13]([O:19][CH3:20])=[C:14]([O:17][CH3:18])[CH:15]=2)[CH2:10][CH2:9][NH:8]1.Br[CH2:29][C:30](Br)=[O:31].[C:33]1([CH2:39][CH2:40][NH2:41])[CH:38]=[CH:37][CH:36]=[CH:35][CH:34]=1>>[CH3:1][O:2][C:3]1[CH:4]=[C:5]([CH:23]=[CH:24][C:25]=1[O:26][CH3:27])[CH2:6][CH:7]1[C:16]2[C:11](=[C:12]([O:21][CH3:22])[C:13]([O:19][CH3:20])=[C:14]([O:17][CH3:18])[CH:15]=2)[CH2:10][CH2:9][N:8]1[CH2:29][C:30]([NH:41][CH2:40][CH2:39][C:33]1[CH:38]=[CH:37][CH:36]=[CH:35][CH:34]=1)=[O:31]. Procedure: prepared by reaction of 1-(3,4-Dimethoxy-benzyl)-5,6,7-trimethoxy-1,2,3,4-tetrahydroisoquinoline and 2-bromoacetyl bromide with 2-phenyl-ethylamine Reactants: Br\C(=C/C1=CC=CC=C1)\C(C#CCCCCC#C)O ((Z)-2-Bromo-1-phenylundeca-1-en-4,10-diyn-3-ol), [OH-].[K+] (KOH), CI (MeI). Procedure: To a solution of Compound 7 (303.0 mg, 0.96 mmol) and KOH (214.1 mg, 3.82 mmol) in DMSO (20 mL) was added MeI (271.3 mg, 1.91 mmol) followed by stirring at room temperature for 5 hours. The reaction was then quenched with saturated aqueous NH4Cl (20 mL) and extracted with EtOAc (50 mL×2). The combined organic layer was washed with brine, dried over anhydrous MgSO4, filtered, and concentrated under reduced pressure. The residue was purified by flash column chromatography (silica gel, 20 percent E... Run in CS(=O)C (DMSO). Isolated yield 67.4%. Reaction conditions: time 5 hour. Product: Br\C(=C/C1=CC=CC=C1)\C(C#CCCCCC#C)OC ((Z)-2-Bromo-3-methoxy-1-phenylundeca-1-en-4,10-diyne). Reaction SMILES: [Br:1]/[C:2](/[CH:10]([OH:19])[C:11]#[C:12][CH2:13][CH2:14][CH2:15][CH2:16][C:17]#[CH:18])=[CH:3]\[C:4]1[CH:9]=[CH:8][CH:7]=[CH:6][CH:5]=1.[OH-].[K+].[CH3:22]I>CS(C)=O>[Br:1]/[C:2](/[CH:10]([O:19][CH3:22])[C:11]#[C:12][CH2:13][CH2:14][CH2:15][CH2:16][C:17]#[CH:18])=[CH:3]\[C:4]1[CH:5]=[CH:6][CH:7]=[CH:8][CH:9]=1 |f:1.2|. Reactants: O=C(OC(=O)C(F)(F)F)C(F)(F)F, CC(C)CN(C(=O)c1nc2ccccc2n1CCC(N)=O)C1CC(C(=O)N2CCOCC2)CN(C(=O)OC(C)(C)C)C1, c1ccncc1. The product is CC(C)CN(C(=O)c1nc2ccccc2n1CCC#N)C1CC(C(=O)N2CCOCC2)CN(C(=O)OC(C)(C)C)C1. RXN SMILES: [F:43][C:44]([F:45])([F:46])[C:47]([O:48][C:49](=[O:50])[C:51]([F:52])([F:53])[F:54])=[O:55].[NH2:1][C:2]([CH2:3][CH2:4][n:5]1[c:6]([C:14](=[O:15])[N:16]([CH:17]2[CH2:18][N:19]([C:31](=[O:32])[O:33][C:34]([CH3:35])([CH3:36])[CH3:37])[CH2:20][CH:21]([C:23](=[O:24])[N:25]3[CH2:26][CH2:27][O:28][CH2:29][CH2:30]3)[CH2:22]2)[CH2:38][CH:39]([CH3:40])[CH3:41])[n:7][c:8]2[c:9]1[cH:10][cH:11][cH:12][cH:13]2)=[O:42].[cH:56]1[cH:57][cH:58][n:59][cH:60][cH:61]1>>[N:1]#[C:2][CH2:3][CH2:4][n:5]1[c:6]([C:14](=[O:15])[N:16]([CH:17]2[CH2:18][N:19]([C:31](=[O:32])[O:33][C:34]([CH3:35])([CH3:36])[CH3:37])[CH2:20][CH:21]([C:23](=[O:24])[N:25]3[CH2:26][CH2:27][O:28][CH2:29][CH2:30]3)[CH2:22]2)[CH2:38][CH:39]([CH3:40])[CH3:41])[n:7][c:8]2[c:9]1[cH:10][cH:11][cH:12][cH:13]2.